Dataset: the Open Reaction Database (ORD), a public repository of structured organic reaction records. Task: describe an organic reaction: reactants, conditions, products, and yield The reactants are C(CC)C1=CC=NC=C1 (4-n-propylpyridine), [NH2-].[Na+] (sodium amide), C=1(C(=CC=CC1)C)C (xylene), [NH2-].[Na+] (sodium amide). Solvent: O (Water). The product is NC1=NC=CC(=C1)CCC (2--Amino-4-n-propylpyridine). RXN SMILES: [CH2:1]([C:4]1[CH:9]=[CH:8][N:7]=[CH:6][CH:5]=1)[CH2:2][CH3:3].[NH2-:10].[Na+].C1(C)C(C)=CC=CC=1>O>[NH2:10][C:6]1[CH:5]=[C:4]([CH2:1][CH2:2][CH3:3])[CH:9]=[CH:8][N:7]=1 |f:1.2|. Procedure: 75 g (0.62M) of 4-n-propylpyridine and 28 g (0.73M) of sodium amide were added to 250 ml of xylene, and the mixture was heated under reflux for 10 hr. Water was added in small portions to the reaction mixture under ice cooling to decompose excess sodium amide, and the reaction mixture was extracted with ethyl acetate, dried over magnesium sulfate and then purified by column chromatography (dichloromethanemethanol 50:1→20:1). The yield was 33 g. (blackish purple solid) The reactants are [Na].CC=1C(=NC=CC1OCC1(OCC2(OCCO2)CO1)C)CS(=O)C1=NC2=C(N1)C=CC=C2 (2-(((3-methyl-4-((8-methyl-1,4,7,9-tetraoxaspiro[4.5]dec-8-yl)methoxy)pyridin-2-yl)methyl)sulfinyl)-1H-benzimidazole sodium salt), CC1(OCC(CO1)COC1=C(C(=NC=C1C)CO)C)C ((4-((2,2-dimethyl-1,3-dioxan-5-yl)methoxy)-3,5-dimethylpyridin-2-yl)methanol), O.CC1(OCC(CO1)COC1=C(C(=NC=C1C)CO)C)C ((4-((2,2-dimethyl-1,3-dioxan-5-yl)methoxy)-3,5-dimethylpyridin-2-yl)methanol monohydrate). Reported procedure: The same procedure as in the steps (5f) to (5h) was repeated using the (4-((2,2-dimethyl-1,3-dioxan-5-yl)methoxy)-3,5-dimethylpyridin-2-yl)methanol, which was obtained by subjecting (4-((2,2-dimethyl-1,3-dioxan-5-yl)methoxy)-3,5-dimethylpyridin-2-yl)methanol monohydrate obtained in the same manner as in Example 96(5) to azeotropic distillation with toluene, and 6,7-dihydro-1H-[1,4]dioxino[2′,3′:4,5]benzo[d]imidazole-2-thiol, to obtain the title compound (395 mg, total 61.7% yield) as a white sol... The solvent is C1(=CC=CC=C1)C (toluene). Product: N1C(=NC2=C1C=C1C(=C2)OCCO1)S (6,7-dihydro-1H-[1,4]dioxino[2′,3′:4,5]benzo[d]imidazole-2-thiol). As a reaction SMILES: [Na].CC1C(C[S:23]([C:25]2[NH:29][C:28]3[CH:30]=[CH:31][CH:32]=[CH:33][C:27]=3[N:26]=2)=O)=NC=CC=1OCC1(C)OCC2(OCCO2)CO1.CC1(C)OCC(COC2C(C)=CN=[C:45]([CH2:50][OH:51])C=2C)CO1.O.CC1(C)OCC(COC2C(C)=CN=C(CO)C=2C)C[O:57]1>C1(C)C=CC=CC=1>[NH:29]1[C:28]2[CH:30]=[C:31]3[O:51][CH2:50][CH2:45][O:57][C:32]3=[CH:33][C:27]=2[N:26]=[C:25]1[SH:23] |f:0.1,3.4,^1:0|. Reactants: [N-]=[N+]=[N-].[Na+] (Sodium azide), BrC=1C=NC=C(C1)CS(=O)C (3-Bromo-5-methanesulfinylmethyl-pyridine), OS(=O)(=O)O (H2SO4). Run in C(Cl)(Cl)Cl (chloroform). Run at temperature 0 celsius, time 5 minute. Yields the product BrC=1C=NC=C(C1)CS(=O)(C)=N (3-bromo-5-[imino(methyl)oxo-λ6-sulfanyl]methyl-pyridine). Yield: 49.4%. As a reaction SMILES: [Br:1][C:2]1[CH:3]=[N:4][CH:5]=[C:6]([CH2:8][S:9]([CH3:11])=[O:10])[CH:7]=1.[N-:12]=[N+]=[N-].[Na+].OS(O)(=O)=O>C(Cl)(Cl)Cl>[Br:1][C:2]1[CH:3]=[N:4][CH:5]=[C:6]([CH2:8][S:9](=[NH:12])([CH3:11])=[O:10])[CH:7]=1 |f:1.2|. Procedure details: 3-Bromo-5-methanesulfinylmethyl-pyridine (3.0 g, 13 mmol) is dissolved in chloroform (100 mL) and the solution is cooled to 0° C. Sodium azide (1.3 g, 21 mmol) is added and the reaction mixture is stirred for 5 minutes. Then concentrated H2SO4 (10 mL) is slowly added at 0° C. and then the mixture is heated up to 50° C. for 16 hrs. After cooling down to room temperature, ice cold water is added and the mixture is extracted with CH2Cl2. The aqueous layer is separated, basified with saturated Na2CO... Reactants: C(C1=CC=CC=C1)OC1=C(C(=O)OCC2=CC=CC=C2)C=CC(=C1)Cl (2-benzyloxy-4-chlorobenzoic acid, benzyl ester), COC1=C(C(=CC=C1)OC)B(O)O (2,6-dimethoxybenzene boronic acid), C(=O)([O-])[O-].[Cs+].[Cs+] (Cs2CO3), P(C(C)(C)C)(C(C)(C)C)C(C)(C)C (t-Bu3P). The reagents and catalysts are C=1C=CC(=CC1)/C=C/C(=O)/C=C/C2=CC=CC=C2.C=1C=CC(=CC1)/C=C/C(=O)/C=C/C2=CC=CC=C2.C=1C=CC(=CC1)/C=C/C(=O)/C=C/C2=CC=CC=C2.[Pd].[Pd] (Pd2dba3). The solvent is C1CCOC1 (THF), CCOCC (Et2O), O (H2O). The product is COC1=C(C(=CC=C1)OC)C1=CC(=C(C(=O)OCC2=CC=CC=C2)C=C1)OCC1=CC=CC=C1 (4-(2′,6′-dimethoxyphenyl)-2-benzyloxy-benzoic acid, benzyl ester). As a reaction SMILES: [CH2:1]([O:8][C:9]1[CH:24]=[C:23](Cl)[CH:22]=[CH:21][C:10]=1[C:11]([O:13][CH2:14][C:15]1[CH:20]=[CH:19][CH:18]=[CH:17][CH:16]=1)=[O:12])[C:2]1[CH:7]=[CH:6][CH:5]=[CH:4][CH:3]=1.[CH3:26][O:27][C:28]1[CH:33]=[CH:32][CH:31]=[C:30]([O:34][CH3:35])[C:29]=1B(O)O.C([O-])([O-])=O.[Cs+].[Cs+].P(C(C)(C)C)(C(C)(C)C)C(C)(C)C>C1COCC1.CCOCC.O.C1C=CC(/C=C/C(/C=C/C2C=CC=CC=2)=O)=CC=1.C1C=CC(/C=C/C(/C=C/C2C=CC=CC=2)=O)=CC=1.C1C=CC(/C=C/C(/C=C/C2C=CC=CC=2)=O)=CC=1.[Pd].[Pd]>[CH3:26][O:27][C:28]1[CH:33]=[CH:32][CH:31]=[C:30]([O:34][CH3:35])[C:29]=1[C:23]1[CH:22]=[CH:21][C:10]([C:11]([O:13][CH2:14][C:15]2[CH:20]=[CH:19][CH:18]=[CH:17][CH:16]=2)=[O:12])=[C:9]([O:8][CH2:1][C:2]2[CH:7]=[CH:6][CH:5]=[CH:4][CH:3]=2)[CH:24]=1 |f:2.3.4,9.10.11.12.13|. Procedure details: A mixture of of 2-benzyloxy-4-chlorobenzoic acid, benzyl ester (1.0)g, 2.83 mmol), 2,6-dimethoxybenzene boronic acid (0.62 g, 3.4 mmol), Pd2dba3 (0.26 g, 0.28 mmol), Cs2CO3 (1.38 g, 4.2 mmol), and t-Bu3P (0.12 g, 0.57 mmol) was dissolved in 8.0 mL of THF and warmed to reflux for 24 h. The reaction mixture was cooled, diluted with Et2O and H2O and the layers were separated. The organic layer was successively washed with 1N HCl (2×100 ml), saturated NaHCO3 solution (2×50 ml), brine (1×50 ml), drie... Reactants: OC1=CC=CC2=C1C(=CO2)CCC2=CC=CC=C2 (4-hydroxy-3-(2-phenylethyl)benzofuran), C(C)(=O)O[C@H]1[C@H](OC(C)=O)[C@@H](OC(C)=O)[C@@H](OC(C)=O)[C@H](O1)COC(C)=O (1,2,3,4,6-penta-O-acetyl-β-D-galactopyranose). Run in ClCCl (dichloromethane). Conditions: time 8 hour. Yields the product C(C)(=O)O[C@H]1[C@@H](O[C@@H]([C@@H]([C@@H]1OC(C)=O)OC(C)=O)COC(C)=O)OC1=CC=CC2=C1C(=CO2)CCC2=CC=CC=C2 (4-(2,3,4,6-tetra-O-acetyl-β-D-galactopyranosyloxy)-3-(2-phenylethyl)benzofuran). Isolated yield 49.5%. Reaction SMILES: [OH:1][C:2]1[C:7]2[C:8]([CH2:11][CH2:12][C:13]3[CH:18]=[CH:17][CH:16]=[CH:15][CH:14]=3)=[CH:9][O:10][C:6]=2[CH:5]=[CH:4][CH:3]=1.C(O[C@@H:23]1[O:40][C@H:39]([CH2:41][O:42][C:43](=[O:45])[CH3:44])[C@H:34]([O:35][C:36](=[O:38])[CH3:37])[C@H:29]([O:30][C:31](=[O:33])[CH3:32])[C@H:24]1[O:25][C:26](=[O:28])[CH3:27])(=O)C>ClCCl>[C:26]([O:25][C@@H:24]1[C@@H:29]([O:30][C:31](=[O:33])[CH3:32])[C@@H:34]([O:35][C:36](=[O:38])[CH3:37])[C@@H:39]([CH2:41][O:42][C:43](=[O:45])[CH3:44])[O:40][C@H:23]1[O:1][C:2]1[C:7]2[C:8]([CH2:11][CH2:12][C:13]3[CH:14]=[CH:15][CH:16]=[CH:17][CH:18]=3)=[CH:9][O:10][C:6]=2[CH:5]=[CH:4][CH:3]=1)(=[O:28])[CH3:27]. Reported procedure: To a solution of 4-hydroxy-3-(2-phenylethyl)benzofuran (0.11 g) and 1,2,3,4,6-penta-O-acetyl-β-D-galactopyranose (0.37 g) in dichloromethane (5 mL) was added boron trifluoride-diethyl ether complex (0.12 mL), and the mixture was stirred at room temperature overnight. The reaction mixture was purified by column chromatography on silica gel (eluent: n-hexane/ethyl acetate=3/1-3/2) to give 4-(2,3,4,6-tetra-O-acetyl-β-D-galactopyranosyloxy)-3-(2-phenylethyl)benzofuran (0.13 g). This material was dis... The reactants are C(C)OC(CBr)OCC (bromoacetaldehyde diethyl acetal), Cl (HCl), C1(=CC=CC=C1)C1=CC(=NC=C1)N (4-phenylpyridin-2-amine), C(=O)(O)[O-].[Na+] (NaHCO3). The solvent is O1CCOCC1 (dioxane), CO (MeOH), O (water). Conditions: temperature 23 celsius, time 2 hour. Yields the product C1(=CC=CC=C1)C1=CC=2N(C=C1)C=CN2 (7-phenylimidazo[1,2-a]pyridine). Reaction SMILES: C(OC(O[CH2:8][CH3:9])CBr)C.Cl.[C:11]1([C:17]2[CH:22]=[CH:21][N:20]=[C:19]([NH2:23])[CH:18]=2)[CH:16]=[CH:15][CH:14]=[CH:13][CH:12]=1.C([O-])(O)=O.[Na+]>O.O1CCOCC1.CO>[C:11]1([C:17]2[CH:22]=[CH:21][N:20]3[CH:8]=[CH:9][N:23]=[C:19]3[CH:18]=2)[CH:12]=[CH:13][CH:14]=[CH:15][CH:16]=1 |f:3.4|. Procedure details: A mixture of bromoacetaldehyde diethyl acetal (0.88 mL, 5.9 mmol, 2.0 equiv) and concentrated HCl (0.1 mL, 0.4 equiv) in water (15 mL) was stirred at 23° C. for 2 h, then heated at 80° C. for 30 min. The mixture was allowed to cool to 23° C., and 4-phenylpyridin-2-amine (1-3, 0.50 g, 2.9 mmol, 1 equiv) and NaHCO3 (0.59 g, 7.1 mmol, 2.4 equiv) were added. The resulting mixture was then heated to 50° C. where MeOH (2 mL) and dioxane (3 mL) were added to increase solubility. The reaction mixture wa...